Dataset: the Open Reaction Database (ORD), a public repository of structured organic reaction records. Task: describe an organic reaction: reactants, conditions, products, and yield Starting materials: diazonium, COC1=CC=C(C2=CC=CC=C12)O (4-methoxynaphth-1-ol), C(C)(=O)[O-].[Na+] (sodium acetate), NC1=CC2=C(NN=N2)C=C1 (5-Aminobenzotriazole), N(=O)[O-].[Na+] (sodium nitrite). The solvent is Cl (hydrochloric acid), [OH-].[Na+] (sodium hydroxide), Cl (hydrochloric acid), O (water), O (water). Run at temperature 0 celsius, time 1 hour. Product: N1N=NC2=C1C=CC(=C2)N=NC2=C(C1=CC=CC=C1C(=C2)OC)O (2-(benzotriazol-5-yl)azo-4-methoxynaphth-1-ol). Isolated yield 76.2%. As a reaction SMILES: [NH2:1][C:2]1[CH:10]=[CH:9][C:5]2[NH:6][N:7]=[N:8][C:4]=2[CH:3]=1.[N:11]([O-])=O.[Na+].[CH3:15][O:16][C:17]1[C:26]2[C:21](=[CH:22][CH:23]=[CH:24][CH:25]=2)[C:20]([OH:27])=[CH:19][CH:18]=1.C([O-])(=O)C.[Na+]>Cl.O.[OH-].[Na+]>[NH:6]1[C:5]2[CH:9]=[CH:10][C:2]([N:1]=[N:11][C:19]3[CH:18]=[C:17]([O:16][CH3:15])[C:26]4[C:21](=[CH:22][CH:23]=[CH:24][CH:25]=4)[C:20]=3[OH:27])=[CH:3][C:4]=2[N:8]=[N:7]1 |f:1.2,4.5,8.9|. Reported procedure: 5-Aminobenzotriazole (4.3 g) was dissolved in a mixture of concentrated hydrochloric acid (24 ml) and water (100 ml) and diazotized at 0° C. with a solution of sodium nitrite (2.2 g) in water (15 ml). The resulting diazonium solution was added at 0° C. to 4-methoxynaphth-1-ol (5.3 g) dissolved in 3 N sodium hydroxide (90 ml) containing sodium acetate (20 g). The resulting mixture was stirred for one hour at 0° C. and then acidified with hydrochloric acid. The dye was filtered off and crystallize...